From a dataset of the Open Reaction Database (ORD), a public repository of structured organic reaction records. describe an organic reaction: reactants, conditions, products, and yield Reactants: FC1=C(C=O)C=CC=C1 (2-fluorobenzaldehyde), NC=1C=C2[C@H]3[C@@H](N4C2=C(C1)COCC4)CCN(C3)C(=O)OC(C)(C)C (tert-butyl (7bR,11aS)-6-amino-1,2,7b,10,11,11a-hexahydro-4H-[1,4]oxazepino[6,5,4-hi]pyrido[4,3-b]indole-9(8H)-carboxylate). Yields the product FC1=C(CNC=2C=C3[C@H]4[C@@H](N5C3=C(C2)COCC5)CCNC4)C=CC=C1 ((7bR,11aS)-N-(2-fluorobenzyl)-1,2,7b,8,9,10,11,11a-octahydro-4H-[1,4]oxazepino[6,5,4-hi]pyrido[4,3-b]indol-6-amine). As a reaction SMILES: [F:1][C:2]1[CH:9]=[CH:8][CH:7]=[CH:6][C:3]=1[CH:4]=O.[NH2:10][C:11]1[CH:12]=[C:13]2[C:17]3=[C:18]([CH2:20][O:21][CH2:22][CH2:23][N:16]3[C@H:15]3[CH2:24][CH2:25][N:26](C(OC(C)(C)C)=O)[CH2:27][C@@H:14]23)[CH:19]=1>>[F:1][C:2]1[CH:9]=[CH:8][CH:7]=[CH:6][C:3]=1[CH2:4][NH:10][C:11]1[CH:12]=[C:13]2[C:17]3=[C:18]([CH2:20][O:21][CH2:22][CH2:23][N:16]3[C@H:15]3[CH2:24][CH2:25][NH:26][CH2:27][C@@H:14]23)[CH:19]=1. Reported procedure: Using 2-fluorobenzaldehyde and following the procedures described in EXAMPLE 126, tert-butyl (7bR,11aS)-6-amino-1,2,7b,10,11,11a-hexahydro-4H-[1,4]oxazepino[6,5,4-hi]pyrido[4,3-b]indole-9(8H)-carboxylate from EXAMPLE 56, Starting materials: ClC1=NC=C(C(=N1)N[C@@H]1[C@@H](COCC1)C)[N+](=O)[O-] (2-chloro-N-(cis-3-methyl-tetrahydro-2H-pyran-4-yl)-5-nitropyrimidin-4-amine), C([O-])([O-])=O.[K+].[K+] (potassium carbonate), N1=CNC2=C1C=CC=C2 (benzimidazole). Run in C(C)#N (acetonitrile), CCOC(=O)C (EtOAc). Run at temperature 70 celsius, time 2.5 hour. Yields the product EtOAc hexanes, N1(C=NC2=C1C=CC=C2)C2=NC=C(C(=N2)N[C@@H]2[C@@H](COCC2)C)[N+](=O)[O-] (2-(1H-Benzo[d]imidazol-1-yl)-N-(cis-3-methyl-tetrahydro-2H-pyran-4-yl)-5-nitropyrimidin-4-amine). Isolated yield 66.2%. Reaction SMILES: Cl[C:2]1[N:7]=[C:6]([NH:8][C@H:9]2[CH2:14][CH2:13][O:12][CH2:11][C@H:10]2[CH3:15])[C:5]([N+:16]([O-:18])=[O:17])=[CH:4][N:3]=1.C(=O)([O-])[O-].[K+].[K+].[N:25]1[C:29]2[CH:30]=[CH:31][CH:32]=[CH:33][C:28]=2[NH:27][CH:26]=1>C(#N)C.CCOC(C)=O>[N:25]1([C:2]2[N:7]=[C:6]([NH:8][C@H:9]3[CH2:14][CH2:13][O:12][CH2:11][C@H:10]3[CH3:15])[C:5]([N+:16]([O-:18])=[O:17])=[CH:4][N:3]=2)[C:29]2[CH:30]=[CH:31][CH:32]=[CH:33][C:28]=2[N:27]=[CH:26]1 |f:1.2.3|. Procedure details: To a solution of 2-chloro-N-(cis-3-methyl-tetrahydro-2H-pyran-4-yl)-5-nitropyrimidin-4-amine (115 mg) in acetonitrile (5 mL) was added potassium carbonate (300 mg) and benzimidazole (150 mg). The mixture was stirred at 70° C. for 2.5 hours. After diluting with 70 mL EtOAc, the mixture was washed with brine, dried over sodium sulfate, and concentrated in vacuo. Column chromatography (50→100% EtOAc/hexanes) provided 99 mg of the title compound. Starting materials: ClC=1C(=NC=CC1Cl)C (3,4-dichloro-2-methylpyridine), C(COCCOCC)OC1=CC=C(C=C1)C1CCC(CC1)N (4-(4-(3,6-dioxaoctyloxy)phenyl)cyclohexylamine). Run at time 4.5 hour. Product: C(COCCOCC)OC1=CC=C(C=C1)C1CCC(CC1)NC1=C(C(=NC=C1)C)Cl (4-[4-(4-(3,6-Dioxaoctyloxy)-phenyl)cyclohexylamino]-3-chloro-2-methylpyridine). The yield is 28.0%. RXN SMILES: [Cl:1][C:2]1[C:3]([CH3:9])=[N:4][CH:5]=[CH:6][C:7]=1Cl.[CH2:10]([O:18][C:19]1[CH:24]=[CH:23][C:22]([CH:25]2[CH2:30][CH2:29][CH:28]([NH2:31])[CH2:27][CH2:26]2)=[CH:21][CH:20]=1)[CH2:11][O:12][CH2:13][CH2:14][O:15][CH2:16][CH3:17]>>[CH2:10]([O:18][C:19]1[CH:20]=[CH:21][C:22]([CH:25]2[CH2:30][CH2:29][CH:28]([NH:31][C:7]3[CH:6]=[CH:5][N:4]=[C:3]([CH3:9])[C:2]=3[Cl:1])[CH2:27][CH2:26]2)=[CH:23][CH:24]=1)[CH2:11][O:12][CH2:13][CH2:14][O:15][CH2:16][CH3:17]. Procedure: Preparation was carried out analogously to Example 35 from 3,4-dichloro-2-methylpyridine and 4-(4-(3,6-dioxaoctyloxy)phenyl)cyclohexylamine. After 4.5 hours the mixture is worked up. Yield: 28% The reactants are O=C([O-])O, ClCc1csc(-c2ccsc2)n1, COCCOc1ccc(-c2c(C#N)c(N)nc(S)c2C#N)cc1, [Na+], CN(C)C=O, O. Yields the product COCCOc1ccc(-c2c(C#N)c(N)nc([SH](C)c3csc(-c4ccsc4)n3)c2C#N)cc1. Reaction SMILES: [C:24](=[O:25])([OH:26])[O-:27].[Cl:29][CH2:30][c:31]1[n:32][c:33](-[c:36]2[cH:37][s:38][cH:39][cH:40]2)[s:34][cH:35]1.[NH2:1][c:2]1[n:3][c:4]([SH:23])[c:5]([C:21]#[N:22])[c:6](-[c:10]2[cH:11][cH:12][c:13]([O:16][CH2:17][CH2:18][O:19][CH3:20])[cH:14][cH:15]2)[c:7]1[C:8]#[N:9].[Na+:28].[O:42]=[CH:43][N:44]([CH3:45])[CH3:46].[OH2:41]>>[NH2:1][c:2]1[n:3][c:4]([SH:23]([CH3:24])[c:31]2[n:32][c:33](-[c:36]3[cH:37][s:38][cH:39][cH:40]3)[s:34][cH:35]2)[c:5]([C:21]#[N:22])[c:6](-[c:10]2[cH:11][cH:12][c:13]([O:16][CH2:17][CH2:18][O:19][CH3:20])[cH:14][cH:15]2)[c:7]1[C:8]#[N:9]. Starting materials: [N+](=O)([O-])C=1C=C(C=CC1[N+](=O)[O-])NC(C1=CC=C(C=C1)N1CCCC1)=O (N-(3,4-dinitrophenyl)-4-pyrrolidinylbenzamide), OCCNC(=O)C1=CC=C(C=O)C=C1 (4-(2-hydroxyethyl)aminocarbonylbenzaldehyde). Yields the product OCCNC(C1=CC=C(C=C1)C1=NC2=C(N1)C=CC(=C2)NC(C2=CC=C(C=C2)N2CCCC2)=O)=O (N-(2-hydroxyethyl)-4-(5-(4-(pyrrolidin-1-yl)benzamido)-1H-benzo[d]imidazol-2-yl)benzamide). Procedure details: Compound 227 was prepared according to the procedure similar to that described in Scheme III from N-(3,4-dinitrophenyl)-4-pyrrolidinylbenzamide and 4-(2-hydroxyethyl)aminocarbonylbenzaldehyde. [M+H]+ calcd for C27H27N5O3: 470.22; found: 469.58. RXN SMILES: [N+:1]([C:4]1[CH:5]=[C:6]([NH:13][C:14](=[O:26])[C:15]2[CH:20]=[CH:19][C:18]([N:21]3[CH2:25][CH2:24][CH2:23][CH2:22]3)=[CH:17][CH:16]=2)[CH:7]=[CH:8][C:9]=1[N+:10]([O-])=O)([O-])=O.[OH:27][CH2:28][CH2:29][NH:30][C:31]([C:33]1[CH:40]=[CH:39][C:36]([CH:37]=O)=[CH:35][CH:34]=1)=[O:32]>>[OH:27][CH2:28][CH2:29][NH:30][C:31](=[O:32])[C:33]1[CH:40]=[CH:39][C:36]([C:37]2[NH:10][C:9]3[CH:8]=[CH:7][C:6]([NH:13][C:14](=[O:26])[C:15]4[CH:20]=[CH:19][C:18]([N:21]5[CH2:25][CH2:24][CH2:23][CH2:22]5)=[CH:17][CH:16]=4)=[CH:5][C:4]=3[N:1]=2)=[CH:35][CH:34]=1. Reactants: COC1=CC=C(CN(C2=NC(=NC(=N2)C)C=2C=C(C=NC2NC=2C=NC(=C(C2)F)OC)C(C)=O)CC2=CC=C(C=C2)OC)C=C1 (1-(5-(4-(bis(4-methoxybenzyl)amino)-6-methyl-1,3,5-triazin-2-yl)-6-(5-fluoro-6-methoxypyridin-3-ylamino)pyridin-3-yl)ethanone), [BH4-].[Na+] (sodium borohydride). The solvent is C1CCOC1 (THF). Reaction conditions: time 10 minute. The product is COC1=CC=C(CN(C2=NC(=NC(=N2)C)C=2C=C(C=NC2NC=2C=NC(=C(C2)F)OC)C(C)O)CC2=CC=C(C=C2)OC)C=C1 (1-(5-(4-(bis(4-methoxybenzyl)amino)-6-methyl-1,3,5-triazin-2-yl)-6-(5-fluoro-6-methoxypyridin-3-ylamino)pyridin-3-yl)ethanol). RXN SMILES: [CH3:1][O:2][C:3]1[CH:45]=[CH:44][C:6]([CH2:7][N:8]([CH2:35][C:36]2[CH:41]=[CH:40][C:39]([O:42][CH3:43])=[CH:38][CH:37]=2)[C:9]2[N:14]=[C:13]([CH3:15])[N:12]=[C:11]([C:16]3[CH:17]=[C:18]([C:32](=[O:34])[CH3:33])[CH:19]=[N:20][C:21]=3[NH:22][C:23]3[CH:24]=[N:25][C:26]([O:30][CH3:31])=[C:27]([F:29])[CH:28]=3)[N:10]=2)=[CH:5][CH:4]=1.[BH4-].[Na+]>C1COCC1>[CH3:43][O:42][C:39]1[CH:38]=[CH:37][C:36]([CH2:35][N:8]([CH2:7][C:6]2[CH:5]=[CH:4][C:3]([O:2][CH3:1])=[CH:45][CH:44]=2)[C:9]2[N:14]=[C:13]([CH3:15])[N:12]=[C:11]([C:16]3[CH:17]=[C:18]([CH:32]([OH:34])[CH3:33])[CH:19]=[N:20][C:21]=3[NH:22][C:23]3[CH:24]=[N:25][C:26]([O:30][CH3:31])=[C:27]([F:29])[CH:28]=3)[N:10]=2)=[CH:41][CH:40]=1 |f:1.2|. Reported procedure: A stirred solution of 1-(5-(4-(bis(4-methoxybenzyl)amino)-6-methyl-1,3,5-triazin-2-yl)-6-(5-fluoro-6-methoxypyridin-3-ylamino)pyridin-3-yl)ethanone (0.1350 g, 0.221 mmol) in THF (5.00 mL) was treated with sodium borohydride (0.042 g, 1.107 mmol) at 0° C. and the resulting mixture was stirred for 10 min before being allowed to warm to room temperature for 1 h. The resulting suspension was quenched with 1 N aqueous NaOH, the organic layer was separated, and the aqueous layer was extracted with eth... The reactants are N1N=C(C=2C1=NC=CC2)N (1H-Pyrazolo[3,4-b]pyridin-3-ylamine), ClCC(=O)N1C(CN(CC1)C1=C(C=C(C(=C1)OC)Cl)F)C (2-Chloro-1-[4-(4-chloro-2-fluoro-5-methoxy-phenyl)-2-methyl-piperazin-1-yl]-ethanone), C(=O)([O-])[O-].[K+].[K+] (K2CO3). The solvent is CN(C)C=O (DMF). Run at temperature 80 celsius. Product: NC1=NN(C2=NC=CC=C21)CC(=O)N2C(CN(CC2)C2=C(C=C(C(=C2)OC)Cl)F)C (2-(3-Aminopyrazolo[3,4-b]pyridin-1-yl)-1-[4-(4-chloro-2-fluoro-5-methoxyphenyl)-2-methylpiperazin-1-yl]ethanone). As a reaction SMILES: [NH:1]1[C:5]2=[N:6][CH:7]=[CH:8][CH:9]=[C:4]2[C:3]([NH2:10])=[N:2]1.Cl[CH2:12][C:13]([N:15]1[CH2:20][CH2:19][N:18]([C:21]2[CH:26]=[C:25]([O:27][CH3:28])[C:24]([Cl:29])=[CH:23][C:22]=2[F:30])[CH2:17][CH:16]1[CH3:31])=[O:14].C([O-])([O-])=O.[K+].[K+]>CN(C=O)C>[NH2:10][C:3]1[C:4]2[C:5](=[N:6][CH:7]=[CH:8][CH:9]=2)[N:1]([CH2:12][C:13]([N:15]2[CH2:20][CH2:19][N:18]([C:21]3[CH:26]=[C:25]([O:27][CH3:28])[C:24]([Cl:29])=[CH:23][C:22]=3[F:30])[CH2:17][CH:16]2[CH3:31])=[O:14])[N:2]=1 |f:2.3.4|. Procedure details: 1H-Pyrazolo[3,4-b]pyridin-3-ylamine (67 mg), 2-Chloro-1-[4-(4-chloro-2-fluoro-5-methoxy-phenyl)-2-methyl-piperazin-1-yl]-ethanone (167 mg) and K2CO3 (414 mg) were combined in DMF (1 mL) and heated at 80° C. for 2 hr, then cooled to room temperature. The resultant mixture was purified by preparative HPLC to provide 2-(3-Aminopyrazolo[3,4-b]pyridin-1-yl)-1-[4-(4-chloro-2-fluoro-5-methoxyphenyl)-2-methylpiperazin-1-yl]ethanone as a yellow powder. LCMS (ES) M+H 433.5, Rf 2.06 min (Agilent Zorbax SB-...